This data is from the Open Reaction Database (ORD), a public repository of structured organic reaction records. The task is: describe an organic reaction: reactants, conditions, products, and yield The reactants are COC=1C=C(C(=O)CCC(C2=CC(=C(C=C2)OC)OC)=O)C=CC1OC (1,2-bis(3,4-dimethoxybenzoyl)ethane), [H-].[Al+3].[Li+].[H-].[H-].[H-] (lithium aluminum hydride). Solvent: C1CCOC1 (THF). Product: COC=1C=C(C=CC1OC)[C@@H]1O[C@H](CC1)C1=CC(=C(C=C1)OC)OC (trans- 2,5-bis (3,4-dimethoxyphenyl)tetrahydrofuran). The yield is 20.8%. RXN SMILES: [CH3:1][O:2][C:3]1[CH:4]=[C:5]([CH:22]=[CH:23][C:24]=1[O:25][CH3:26])[C:6]([CH2:8][CH2:9][C:10](=[O:21])[C:11]1[CH:16]=[CH:15][C:14]([O:17][CH3:18])=[C:13]([O:19][CH3:20])[CH:12]=1)=O.[H-].[Al+3].[Li+].[H-].[H-].[H-]>C1COCC1>[CH3:1][O:2][C:3]1[CH:4]=[C:5]([C@H:6]2[CH2:8][CH2:9][C@H:10]([C:11]3[CH:16]=[CH:15][C:14]([O:17][CH3:18])=[C:13]([O:19][CH3:20])[CH:12]=3)[O:21]2)[CH:22]=[CH:23][C:24]=1[O:25][CH3:26] |f:1.2.3.4.5.6|. Reported procedure: 3.0 g of 1,2-bis(3,4-dimethoxybenzoyl)ethane was reduced with 350 mg of lithium aluminum hydride in 50 ml THF at 0° C. for 1 hour and ambient temperature for 3 hours. After the usual workup, 2.8 g of white solid diol was recovered and dissolved in 50 ml of methylene chloride. The solution at 0° C. was treated with 1.2 g of triethylamine followed by 1.2 g of methane sulfonyl chloride and stirred under N2 until the starting diol disappears by TLC. At this point, 200 ml of ether was added and the o... Reactants: C(C)(=O)OCC (ethyl acetate), N[C@H](C)C(C)(C)C ((R)-2-amino-3,3-dimethylbutane), ClC1=C(CNC=2C(C(C2OCC)=O)=O)C(=CC(=C1)C)C (3-(2-chloro-4,6-dimethyl-benzylamino)-4-ethoxy-cyclobut-3-ene-1,2-dione), CO (methanol), C(C)(=O)OCC (ethyl acetate), solution. Solvent: ClCCl (dichloromethane), CCCCCC (hexane), C(C)O (ethanol), ClCCl (dichloromethane). The product is ClC1=C(CNC=2C(C(C2NC(C(C)(C)C)C)=O)=O)C(=CC(=C1)C)C (3-(2-Chloro-4,6-dimethyl-benzylamino)-4-(1,2,2-trimethyl-propylamino)-cyclobut-3-ene-1,2-dione). RXN SMILES: C(OCC)(=O)C.CO.[Cl:9][C:10]1[CH:26]=[C:25]([CH3:27])[CH:24]=[C:23]([CH3:28])[C:11]=1[CH2:12][NH:13][C:14]1[C:15](=O)[C:16](=[O:21])[C:17]=1[O:18]CC.[NH2:29][C@@H:30]([C:32]([CH3:35])([CH3:34])[CH3:33])[CH3:31]>ClCCl.CCCCCC.C(O)C>[Cl:9][C:10]1[CH:26]=[C:25]([CH3:27])[CH:24]=[C:23]([CH3:28])[C:11]=1[CH2:12][NH:13][C:14]1[C:17](=[O:18])[C:16](=[O:21])[C:15]=1[NH:29][CH:30]([CH3:31])[C:32]([CH3:35])([CH3:34])[CH3:33]. Reported procedure: This compound was prepared according to the procedure described in Example 33. From 2-chloro-4,6-dimethylbenzaldehyde oxime (6.63 g, 36 mmol), zinc powder (9.4 g, 144 mmol), glacial acetic acid (72 mL), and 3,4-diethoxy-3-cyclobutene-1,2-dione (5.3 mL, 36 mmol) in absolute ethanol (180 mL) there was obtained after chromatography on silica gel (hexane:ethyl acetate, then 5% methanol in dichloromethane) followed by trituation with 10% ethyl acetate in hexane 5.32 g (50 %) of a solid. From a portio... Starting materials: C(O)([O-])=O.[Na+] (sodium hydrogen carbonate), FC=1C=C2N=CC(N(C2=CC1)CCC=O)=O (3-(6-fluoro-2-oxoquinoxalin-1(2H)-yl)propanal), NC[C@H]1CC(N(C1)C=1C=CC=2OCC(NC2N1)=O)=O (6-[(4R)-4-(Aminomethyl)-2-oxopyrrolidin-1-yl]-2H-pyrido[3,2-b][1,4]oxazin-3(4H)-one), C(C)(=O)O[BH-](OC(C)=O)OC(C)=O.[Na+] (sodium triacetoxyborohydride). Run in CN(C)C=O (DMF). Reaction conditions: time 20 minute. The product is FC=1C=C2N=CC(N(C2=CC1)CCCNC[C@H]1CC(N(C1)C=1C=CC=2OCC(NC2N1)=O)=O)=O (6-[(4R)-4-({[3-(6-Fluoro-2-oxoquinoxalin-1(2H)-yl)propyl]amino}methyl)-2-oxopyrrolidin-1-yl]-2H-pyrido[3,2-b][1,4]oxazin-3(4H)-one). RXN SMILES: [F:1][C:2]1[CH:3]=[C:4]2[C:9](=[CH:10][CH:11]=1)[N:8]([CH2:12][CH2:13][CH:14]=O)[C:7](=[O:16])[CH:6]=[N:5]2.[NH2:17][CH2:18][C@@H:19]1[CH2:23][N:22]([C:24]2[CH:25]=[CH:26][C:27]3[O:28][CH2:29][C:30](=[O:34])[NH:31][C:32]=3[N:33]=2)[C:21](=[O:35])[CH2:20]1.C(O[BH-](OC(=O)C)OC(=O)C)(=O)C.[Na+].C(=O)([O-])O.[Na+]>CN(C=O)C>[F:1][C:2]1[CH:3]=[C:4]2[C:9](=[CH:10][CH:11]=1)[N:8]([CH2:12][CH2:13][CH2:14][NH:17][CH2:18][C@@H:19]1[CH2:23][N:22]([C:24]3[CH:25]=[CH:26][C:27]4[O:28][CH2:29][C:30](=[O:34])[NH:31][C:32]=4[N:33]=3)[C:21](=[O:35])[CH2:20]1)[C:7](=[O:16])[CH:6]=[N:5]2 |f:2.3,4.5|. Procedure: A mixture of 3-(6-fluoro-2-oxoquinoxalin-1(2H)-yl)propanal (0.1 g, 0.45 mmol), 6-[(4R)-4-(aminomethyl)-2-oxopyrrolidin-1-yl]-2H-pyrido[3,2-b][1,4]oxazin-3(4H)-one (Reference Examples 54, 0.11 g, 0.45 mmol) DMF (3 ml) and molecular sieve (4 A, 0.1 g) was stirred at room temperature for 20 minutes. The reaction mixture was cooled on ice and sodium triacetoxyborohydride (0.12 g, 0.54 mmol) was gradually added thereto. Then, the mixture was stirred at room temperature for 4 hours, a sodium hydrogen ... Product: BrC=1C=C2C(N(C(C2=C(C1)Cl)=O)C1CC1)C (5-bromo-7-chloro-2-cyclopropyl methyl-2,3-dihydro-isoindol-1-one). Reactants: C(C)(=O)OCC (ethyl acetate), COC(C1=C(C=C(C=C1Cl)Br)CBr)=O (4-bromo-2-bromomethyl-6-chloro-benzoic acid methyl ester), C1(CC1)NC (cyclopropyl methyl amine), C(=O)([O-])[O-].[K+].[K+] (K2CO3). The yield is 28.8%. Run at temperature 100 celsius, time 2 hour. Reported procedure: A mixture of 4-bromo-2-bromomethyl-6-chloro-benzoic acid methyl ester (0.684 g, 2.00 mmol), cyclopropyl methyl amine (0.22 mL, 2.6 mmol), and K2CO3 (0.552 g, 4.0 mmol) in toluene (5 mL) was heated with stirring at 100° C. for 2 h. Workup and silica gel column chromatography using 30% ethyl acetate in hexane afforded 5-bromo-7-chloro-2-cyclopropyl methyl-2,3-dihydro-isoindol-1-one (0.173 g, 29%). GC-MS: m/z 301 (M)+, 286 (M−15)+. 1H NMR (300 MHz, CDCl3): δ (ppm) 0.34 (m, 2H), 0.59 (m, 2H), 1.05 (... Solvent: C1(=CC=CC=C1)C (toluene), CCCCCC (hexane). As a reaction SMILES: CO[C:3](=[O:14])[C:4]1[C:9]([Cl:10])=[CH:8][C:7]([Br:11])=[CH:6][C:5]=1[CH2:12]Br.[CH:15]1([NH:18]C)[CH2:17][CH2:16]1.[C:20]([O-])([O-])=O.[K+].[K+].C(OCC)(=O)C>C1(C)C=CC=CC=1.CCCCCC>[Br:11][C:7]1[CH:6]=[C:5]2[C:4](=[C:9]([Cl:10])[CH:8]=1)[C:3](=[O:14])[N:18]([CH:15]1[CH2:17][CH2:16]1)[CH:12]2[CH3:20] |f:2.3.4|. Reactants: B, CCC(=O)O, CCOCC, O=CNc1ccc2[nH]c(=O)c3[nH]ccc3c2c1, Cl, C1CCOC1, C1CCOC1. Yields the product CCC(=O)O, CNc1ccc2[nH]c(=O)c3[nH]ccc3c2c1, Cl. RXN SMILES: [BH3:6].[CH2:7]([CH3:8])[C:9](=[O:10])[OH:11].[CH3:35][CH2:36][O:37][CH2:38][CH3:39].[CH:12](=[O:13])[NH:14][c:15]1[cH:16][c:17]2[c:18]3[c:19]([c:20](=[O:25])[nH:21][c:22]2[cH:23][cH:24]1)[nH:26][cH:27][cH:28]3.[ClH:29].[O:1]1[CH2:2][CH2:3][CH2:4][CH2:5]1.[O:30]1[CH2:31][CH2:32][CH2:33][CH2:34]1>>[CH2:7]([CH3:8])[C:9](=[O:10])[OH:11].[CH3:12][NH:14][c:15]1[cH:16][c:17]2[c:18]3[c:19]([c:20](=[O:25])[nH:21][c:22]2[cH:23][cH:24]1)[nH:26][cH:27][cH:28]3.[ClH:29]. The reactants are OB1OC(C2=C1C=C(C=C2C)O)CC(=O)OCC (ethyl 2-(1,6-dihydroxy-4-methyl-1,3-dihydrobenzo[c][1,2]oxaborol-3-yl)acetate), ClC1=CC(=NC=C1)[N+](=O)[O-] (4-chloro-2-nitropyridine), C([O-])([O-])=O.[Cs+].[Cs+] (cesium carbonate). The solvent is CN(C)C=O (DMF). Conditions: time 8 hour. Yields the product ClC1=CC(=NC=C1)OC=1C=C(C2=C(B(OC2CC(=O)OCC)O)C1)C (Ethyl 2-(6-(4-chloropyridin-2-yloxy)-1-hydroxy-4-methyl-1,3-dihydrobenzo[c][1,2]oxaborol-3-yl)acetate). RXN SMILES: [OH:1][B:2]1[C:6]2[CH:7]=[C:8]([OH:12])[CH:9]=[C:10]([CH3:11])[C:5]=2[CH:4]([CH2:13][C:14]([O:16][CH2:17][CH3:18])=[O:15])[O:3]1.[Cl:19][C:20]1[CH:25]=[CH:24][N:23]=[C:22]([N+]([O-])=O)[CH:21]=1.C(=O)([O-])[O-].[Cs+].[Cs+]>CN(C=O)C>[Cl:19][C:20]1[CH:25]=[CH:24][N:23]=[C:22]([O:12][C:8]2[CH:9]=[C:10]([CH3:11])[C:5]3[CH:4]([CH2:13][C:14]([O:16][CH2:17][CH3:18])=[O:15])[O:3][B:2]([OH:1])[C:6]=3[CH:7]=2)[CH:21]=1 |f:2.3.4|. Procedure details: To a mixture of ethyl 2-(1,6-dihydroxy-4-methyl-1,3-dihydrobenzo[c][1,2]oxaborol-3-yl)acetate (2 g, 8 mmol, 1 eq.) and 4-chloro-2-nitropyridine (2.53 g, 16 mmol, 2 eq.) in 50 ml DMF was added cesium carbonate (7.8 g, 24 mmol, 3 eq.). The reaction was stirred at room temperature overnight. It was then quenched by water, extracted with EtOAc, washed with brine, dried over Na2SO4, and concentrated under reduced pressure. The crude was purified by column chromatography on silica gel (DCM/methanol=19...